This data is from the Open Reaction Database (ORD), a public repository of structured organic reaction records. The task is: describe an organic reaction: reactants, conditions, products, and yield The product is NC1=NC=NN2C1=C(C=C2C2CCN(CC2)CC(=O)N(C)C)C=2C=CC1=CN(N=C1C2)CC2=CC=CC=C2 (2-{4-[4-amino-5-(2-benzyl-2H-indazol-6-yl)pyrrolo[2,1-f][1,2,4]triazin-7-yl]piperidin-1-yl}-N,N-dimethylacetamide). Procedure: The suspension of 5-(2-benzyl-2H-indazol-6-yl)-7-piperidin-4-ylpyrrolo[2,1-f][1,2,4]triazin-4-amine (500 mg, 1.81 mmol) was treated with N,N-diisopropylethylamine (411 uL, 2.36 mmol) followed by 2-chloro-N,N-dimethylacetamide (192 uL, 1.42 mmol). The mixture was heated at 60° C. for 3 h then cooled to rt. The white solid was filtered then purified by ISCO® using 0-10% 2N NH3 in MeOH/EtOAc. 313 mg (52.1%) of the desired product was isolated. 1H NMR (400 MHz, CD2Cl2) δ 8.42 (s, 1H), 8.04 (s, 1H), ... Reactants: C(C1=CC=CC=C1)N1N=C2C=C(C=CC2=C1)C=1C=C(N2N=CN=C(C21)N)C2CCNCC2 (5-(2-benzyl-2H-indazol-6-yl)-7-piperidin-4-ylpyrrolo[2,1-f][1,2,4]triazin-4-amine), C(C)(C)N(C(C)C)CC (N,N-diisopropylethylamine), ClCC(=O)N(C)C (2-chloro-N,N-dimethylacetamide). Run at temperature 60 celsius. Isolated yield 43.3%. As a reaction SMILES: [CH2:1]([N:8]1[CH:16]=[C:15]2[C:10]([CH:11]=[C:12]([C:17]3[CH:18]=[C:19]([CH:27]4[CH2:32][CH2:31][NH:30][CH2:29][CH2:28]4)[N:20]4[C:25]=3[C:24]([NH2:26])=[N:23][CH:22]=[N:21]4)[CH:13]=[CH:14]2)=[N:9]1)[C:2]1[CH:7]=[CH:6][CH:5]=[CH:4][CH:3]=1.C(N(CC)C(C)C)(C)C.Cl[CH2:43][C:44]([N:46]([CH3:48])[CH3:47])=[O:45]>>[NH2:26][C:24]1[C:25]2=[C:17]([C:12]3[CH:13]=[CH:14][C:15]4[C:10]([CH:11]=3)=[N:9][N:8]([CH2:1][C:2]3[CH:3]=[CH:4][CH:5]=[CH:6][CH:7]=3)[CH:16]=4)[CH:18]=[C:19]([CH:27]3[CH2:32][CH2:31][N:30]([CH2:43][C:44]([N:46]([CH3:48])[CH3:47])=[O:45])[CH2:29][CH2:28]3)[N:20]2[N:21]=[CH:22][N:23]=1.